Dataset: the Open Reaction Database (ORD), a public repository of structured organic reaction records. Task: describe an organic reaction: reactants, conditions, products, and yield As a reaction SMILES: [Al+3:26].[CH2:1]([c:2]1[cH:3][cH:4][cH:5][cH:6][cH:7]1)[O:8][c:9]1[c:10]2[n:11]([cH:12][c:13]([C:15](=[O:16])[O:17][CH2:18][CH3:19])[cH:14]1)[c:20]([CH3:24])[c:21]([CH3:23])[n:22]2.[H-:25].[H-:28].[H-:29].[H-:30].[Li+:27].[Na+:33].[O:34]1[CH2:35][CH2:36][CH2:37][CH2:38]1.[OH-:32].[OH2:31]>>[CH2:1]([c:2]1[cH:3][cH:4][cH:5][cH:6][cH:7]1)[O:8][c:9]1[c:10]2[n:11]([cH:12][c:13]([CH2:15][OH:16])[cH:14]1)[c:20]([CH3:24])[c:21]([CH3:23])[n:22]2. Product: Cc1nc2c(OCc3ccccc3)cc(CO)cn2c1C. Starting materials: [Al+3], CCOC(=O)c1cc(OCc2ccccc2)c2nc(C)c(C)n2c1, [H-], [H-], [H-], [H-], [Li+], [Na+], C1CCOC1, [OH-], O. Reactants: NC1CC=2C=3C(C(NC3C=CC2)C2=CC=CC=C2)C1 (4-amino-2-phenyl-1,2,2a,3,4,5-hexahydrobenz[cd]indole). The reagents and catalysts are [O-2].[O-2].[Mn+4] (manganese dioxide). Run in C(Cl)Cl (methylene chloride). Yields the product NC1CC=2C=3C(=C(NC3C=CC2)C2=CC=CC=C2)C1 (4-amino-2-phenyl-1,3,4,5-tetrahydrobenz[cd]indole). Yield: 29.2%. As a reaction SMILES: [NH2:1][CH:2]1[CH2:19][CH:6]2[CH:7]([C:13]3[CH:18]=[CH:17][CH:16]=[CH:15][CH:14]=3)[NH:8][C:9]3[CH:10]=[CH:11][CH:12]=[C:4]([C:5]=32)[CH2:3]1>C(Cl)Cl.[O-2].[O-2].[Mn+4]>[NH2:1][CH:2]1[CH2:19][C:6]2=[C:7]([C:13]3[CH:18]=[CH:17][CH:16]=[CH:15][CH:14]=3)[NH:8][C:9]3[CH:10]=[CH:11][CH:12]=[C:4]([C:5]=32)[CH2:3]1 |f:2.3.4|. Procedure details: A portion (0.83 g) of the compound obtained in Example 166 was dissolved in methylene chloride (80 ml) and to the solution was added active manganese dioxide (1.66 g). The mixture was heated to reflux for 28 hours. The manganese dioxide was filtered off and the filtrate was concentrated under reduced pressure. The residue was purified by silica gel column chromatography (methylene chloride/methanol=7:1) to yield 240 mg (29%) of the titled compound. The reactants are COP(=O)(CC(C)=CC(CO)NC(=O)OC(C)(C)C)OC, CCOC(C)=O, CC(C)=O, CC(C)O, O=[Cr](=O)=O, O=S(=O)(O)O. The product is COP(=O)(CC(C)=CC(NC(=O)OC(C)(C)C)C(=O)O)OC. RXN SMILES: [C:1]([CH3:2])([CH3:3])([CH3:4])[O:5][C:6]([NH:7][CH:8]([CH2:9][OH:10])[CH:11]=[C:12]([CH2:13][P:14](=[O:15])([O:16][CH3:17])[O:18][CH3:19])[CH3:20])=[O:21].[CH3:26][CH2:27][O:28][C:29](=[O:30])[CH3:31].[CH3:32][C:33](=[O:34])[CH3:35].[CH:22]([CH3:23])([CH3:24])[OH:25].[O:36]=[Cr:37](=[O:38])=[O:39].[S:40](=[O:41])(=[O:42])([OH:43])[OH:44]>>[C:1]([CH3:2])([CH3:3])([CH3:4])[O:5][C:6]([NH:7][CH:8]([C:9](=[O:10])[OH:25])[CH:11]=[C:12]([CH2:13][P:14](=[O:15])([O:16][CH3:17])[O:18][CH3:19])[CH3:20])=[O:21]. The reactants are C([O-])(O)=O.[Na+] (sodium bicarbonate), Cl.Cl.NCCNC1=NC(=NC(=C1)NC1=NC=CN=C1)N[C@@H](C)C1=CC=C(C=C1)F ((S)—N4-(2-aminoethyl)-N2-[1-(4-fluorophenyl)ethyl]-N6-(pyrazin-2-yl)pyrimidine-2,4,6-triamine dihydrochloride), C(Cl)(Cl)Cl (chloroform). Run at temperature 0 celsius, time 30 minute. The product is FC1=CC=C(C=C1)[C@H](C)NC1=NC(=CC(=N1)NCCNC(C)=O)NC1=NC=CN=C1 ((S)—N-(2-{2-[1-(4-fluorophenyl)ethylamino]-6-(pyrazin-2-yl amino)pyrimidin-4-ylamino}ethyl)acetamide). RXN SMILES: [C:1](=[O:4])(O)[O-].[Na+].Cl.Cl.[NH2:8][CH2:9][CH2:10][NH:11][C:12]1[CH:17]=[C:16]([NH:18][C:19]2[CH:24]=[N:23][CH:22]=[CH:21][N:20]=2)[N:15]=[C:14]([NH:25][C@H:26]([C:28]2[CH:33]=[CH:32][C:31]([F:34])=[CH:30][CH:29]=2)[CH3:27])[N:13]=1.[CH:35](Cl)(Cl)Cl>>[F:34][C:31]1[CH:30]=[CH:29][C:28]([C@@H:26]([NH:25][C:14]2[N:13]=[C:12]([NH:11][CH2:10][CH2:9][NH:8][C:1](=[O:4])[CH3:35])[CH:17]=[C:16]([NH:18][C:19]3[CH:24]=[N:23][CH:22]=[CH:21][N:20]=3)[N:15]=2)[CH3:27])=[CH:33][CH:32]=1 |f:0.1,2.3.4|. Reported procedure: Saturated sodium bicarbonate aqueous solution and chloroform added to 141 mg of were (S)—N4-(2-aminoethyl)-N2-[1-(4-fluorophenyl)ethyl]-N6-(pyrazin-2-yl)pyrimidine-2,4,6-triamine dihydrochloride (Example 76), and the mixture was subjected to extraction. The organic layer washed with brine, and dried over magnesium sulfate. The solvent was distilled of f under reduced pressure, and then the obtained residue was dissolved in 3 ml of tetrahydrofuran, and 223 μl of diisopropylethylamine and 23 μl of... The reactants are COc1ccc(N)c(OC)n1, O=C(O)c1cccc(S(=O)(=O)N2CCCCC2)c1. The product is COc1ccc(NC(=O)c2cccc(S(=O)(=O)N3CCCCC3)c2)c(OC)n1. Reaction SMILES: [CH3:19][O:20][c:21]1[n:22][c:23]([O:28][CH3:29])[cH:24][cH:25][c:26]1[NH2:27].[N:1]1([S:7](=[O:8])(=[O:9])[c:10]2[cH:11][c:12]([C:13](=[O:14])[OH:15])[cH:16][cH:17][cH:18]2)[CH2:2][CH2:3][CH2:4][CH2:5][CH2:6]1>>[N:1]1([S:7](=[O:8])(=[O:9])[c:10]2[cH:11][c:12]([C:13](=[O:15])[NH:27][c:26]3[c:21]([O:20][CH3:19])[n:22][c:23]([O:28][CH3:29])[cH:24][cH:25]3)[cH:16][cH:17][cH:18]2)[CH2:2][CH2:3][CH2:4][CH2:5][CH2:6]1.